From a dataset of the Open Reaction Database (ORD), a public repository of structured organic reaction records. describe an organic reaction: reactants, conditions, products, and yield Starting materials: C(C=C)N(C1=C(C=CC=C1Cl)Cl)C=1NCCN1 (2-[N-allyl-N-(2,6-dichloro-phenyl)-amino]-2-imidazoline), [H-].[Na+] (sodium hydride), CI (methyl iodide). Solvent: O1CCCC1 (tetrahydrofuran). Run at time 8 hour. The product is CN1C(=NCC1)N(C1=C(C=CC=C1Cl)Cl)CC=C (1-Methyl-2-[N-allyl-N-(2,6-dichloro-phenyl)-amino]-2-imidazoline). As a reaction SMILES: [CH2:1]([N:4]([C:13]1[NH:14][CH2:15][CH2:16][N:17]=1)[C:5]1[C:10]([Cl:11])=[CH:9][CH:8]=[CH:7][C:6]=1[Cl:12])[CH:2]=[CH2:3].[H-].[Na+].[CH3:20]I>O1CCCC1>[CH3:20][N:17]1[CH2:16][CH2:15][N:14]=[C:13]1[N:4]([CH2:1][CH:2]=[CH2:3])[C:5]1[C:10]([Cl:11])=[CH:9][CH:8]=[CH:7][C:6]=1[Cl:12] |f:1.2|. Reported procedure: A mixture consisting of 2.7 gm (0.01 mol) of 2-[N-allyl-N-(2,6-dichloro-phenyl)-amino]-2-imidazoline, 0.44 gm of a 55% sodium hydride dispersion and 25 ml of absolute tetrahydrofuran was refluxed for 5.5 hours while stirring, and the reaction mixture was allowed to stand overnight at room temperature. Thereafter, 1 ml of methyl iodide (about 160% of the stoichiometrically required amount) was added, and the mixture was refluxed for two hours. The reaction mixture was then evaporated to dryness i... Reactants: solution, C(CCC)[Li] (butyllithium), CC1(C(C1C=CC(=O)OC)C(=O)O)C (2,2-dimethyl-3-(3-methoxy-3-oxo-1-propenyl)-cyclopropane-carboxylic acid), CC1(C(C1C=C(Br)Br)C(=O)[O-])C (2,2-dimethyl-3-(2,2-dibromovinyl)-cyclopropane-carboxylate), O1CCCC1 (tetrahydrofuran). Solvent: C1CCCCC1 (cyclohexane). Reaction conditions: temperature -60 celsius, time 1 hour. The product is CC1([C@@H]([C@@H]1C#CC(=O)O)C(=O)OC(C)(C)C)C (tert.-butyl (1R,cis) 2,2-dimethyl-3-(3-hydroxy-3-oxo-1-propynyl)-cyclopropane-1-carboxylate). As a reaction SMILES: C([Li])CCC.[CH3:6][C:7]1([CH3:19])[CH:9]([CH:10]=[CH:11][C:12]([O:14]C)=[O:13])[CH:8]1[C:16]([OH:18])=[O:17].[CH3:20][C:21]1(C)[CH:23](C=C(Br)Br)[CH:22]1C([O-])=O.O1CCCC1>C1CCCCC1>[CH3:6][C:7]1([CH3:19])[C@@H:9]([C:10]#[C:11][C:12]([OH:14])=[O:13])[C@H:8]1[C:16]([O:18][C:21]([CH3:23])([CH3:22])[CH3:20])=[O:17]. Procedure: 60 ml of a 20% solution of butyllithium in cyclohexane were added at -65° C. to a mixture of 26 g of tert.-butyl (1R, cis) 2,2-dimethyl-3-(2,2-dibromovinyl)-cyclopropane-carboxylate and 175 ml of anhydrous tetrahydrofuran and the mixture was stirred at -60° C. for one hour. A current of carbon dioxide was bubbled through the mixture for 90 minutes and the mixture was poured into an ice-water mixture containing N sodium hydroxide. The alkaline aqueous phase was acidified to a pH of 4 and was extr...